From a dataset of the Open Reaction Database (ORD), a public repository of structured organic reaction records. describe an organic reaction: reactants, conditions, products, and yield Reactants: N1=CC=C(C=C1)CC(C#N)(C1=C(C=CC=C1)OC)CC1=CC=NC=C1 (α,α-Bis(4-pyridinylmethyl)-2-methoxybenzeneacetonitrile), [OH-].[K+] (KOH), saturated solution, C(CO)O (ethylene glycol), [Cl-].[NH4+] (ammonium chloride). The solvent is O (water). Product: N1=CC=C(C=C1)CC(C(=O)O)(C1=C(C=CC=C1)OC)CC1=CC=NC=C1 (α,α-bis(4-pyridinylmethyl)-2-methoxybenzeneacetic acid). Isolated yield 50.0%. As a reaction SMILES: [N:1]1[CH:6]=[CH:5][C:4]([CH2:7][C:8]([CH2:19][C:20]2[CH:25]=[CH:24]N=[CH:22][CH:21]=2)([C:11]2[CH:16]=[CH:15][CH:14]=[CH:13][C:12]=2[O:17][CH3:18])[C:9]#N)=[CH:3][CH:2]=1.[OH-:26].[K+].[Cl-].[NH4+:29].C(O)C[OH:32]>O>[N:29]1[CH:24]=[CH:25][C:20]([CH2:19][C:8]([CH2:7][C:4]2[CH:5]=[CH:6][N:1]=[CH:2][CH:3]=2)([C:11]2[CH:16]=[CH:15][CH:14]=[CH:13][C:12]=2[O:17][CH3:18])[C:9]([OH:32])=[O:26])=[CH:21][CH:22]=1 |f:1.2,3.4|. Procedure details: To a solution of α,α-Bis(4-pyridinylmethyl)-2-methoxybenzeneacetonitrile (14.36 g, 43.6 mmol) in ethylene glycol (100 ml), was added KOH (40 ml of a saturated solution) and the mixture was heated at 120°-130° under nitrogen for 20 h. The solution was cooled to room temperature, diluted with 200 ml water, and neutralized with aqueous ammonium chloride to about pH 7. The mixture was extracted with chloroform: isopropanol (4:1) until complete by TLC. The combined extracts were washed with brine, dr... Starting materials: C(C1=CC=CC=C1)C1=C(N(C2=CC=C(C=C12)Br)C)C (3-benzyl-5-bromo-1,2-dimethyl-1H-indole), C(=O)([O-])[O-].[K+].[K+] (K2CO3), COC1=CC=C(C=C1)B(O)O (4-methoxyphenylboronic acid), ClCCl (dichloromethane). Reagents/catalysts: C1=CC=C(C=C1)P([C-]2C=CC=C2)C3=CC=CC=C3.C1=CC=C(C=C1)P([C-]2C=CC=C2)C3=CC=CC=C3.Cl[Pd]Cl.[Fe+2] ([1,1′-bis(diphenylphosphino)ferrocene]dichloropalladium). Run in O1CCOCC1 (dioxane). Yields the product C(C1=CC=CC=C1)C1=C(N(C2=CC=C(C=C12)C1=CC=C(C=C1)OC)C)C (3-Benzyl-5-(4-methoxy-phenyl)-1,2-dimethyl-1H-indole), product. Yield: 26.5%. RXN SMILES: [CH2:1]([C:8]1[C:16]2[C:11](=[CH:12][CH:13]=[C:14](Br)[CH:15]=2)[N:10]([CH3:18])[C:9]=1[CH3:19])[C:2]1[CH:7]=[CH:6][CH:5]=[CH:4][CH:3]=1.C([O-])([O-])=O.[K+].[K+].[CH3:26][O:27][C:28]1[CH:33]=[CH:32][C:31](B(O)O)=[CH:30][CH:29]=1.ClCCl>O1CCOCC1.C1C=CC(P(C2C=CC=CC=2)[C-]2C=CC=C2)=CC=1.C1C=CC(P(C2C=CC=CC=2)[C-]2C=CC=C2)=CC=1.Cl[Pd]Cl.[Fe+2]>[CH2:1]([C:8]1[C:16]2[C:11](=[CH:12][CH:13]=[C:14]([C:31]3[CH:32]=[CH:33][C:28]([O:27][CH3:26])=[CH:29][CH:30]=3)[CH:15]=2)[N:10]([CH3:18])[C:9]=1[CH3:19])[C:2]1[CH:7]=[CH:6][CH:5]=[CH:4][CH:3]=1 |f:1.2.3,7.8.9.10|. Procedure: The desired product was prepared using a procedure similar to step 3 of example 3. Thus, 3-benzyl-5-bromo-1,2-dimethyl-1H-indole (1.453 g, 4.624 mmol) was reacted with aqueous 2M K2CO3 (4.6 ml), 4-methoxyphenylboronic acid (0.843 g, 5.549 mmol) and [1,1′-bis(diphenylphosphino)ferrocene]dichloropalladium (II) complex with dichloromethane (1:1) (0.076 g, 0.092 mmol) in dioxane (46 ml) to give the product (0.419 g, 1.227 mmol, 27%) as a solid, mp 139-141° C. 1H NMR (DMSO-d6) δ 2.40 (s, 3H), 3.67 (s... Reaction SMILES: [CH2:24]1[O:25][CH2:26][CH2:27][CH2:28]1.[CH3:1][O:2][P:3]([O:4][CH3:5])(=[O:6])[CH3:7].[CH3:29][CH2:30][CH2:31][CH2:32][CH2:33][CH3:34].[CH3:8][O:9][C:10](=[O:11])[c:12]1[cH:13][n:14][n:15](-[c:18]2[cH:19][cH:20][cH:21][cH:22][cH:23]2)[c:16]1[CH3:17]>>[CH3:1][O:2][P:3]([O:4][CH3:5])(=[O:6])[CH2:7][C:10](=[O:9])[c:12]1[cH:13][n:14][n:15](-[c:18]2[cH:19][cH:20][cH:21][cH:22][cH:23]2)[c:16]1[CH3:17]. The product is COP(=O)(CC(=O)c1cnn(-c2ccccc2)c1C)OC. Reactants: C1CCOC1, COP(C)(=O)OC, CCCCCC, COC(=O)c1cnn(-c2ccccc2)c1C. Reactants: C(OCC)(=O)Cl (ethyl chlorocarbonate), Cl.NCCCOC=1C=C2C=CC(NC2=CC1)=O (6-(3-aminopropoxy)carbostyril hydrochloride), aqueous solution, C(=S)=S (carbon disulfide), [OH-].[Na+] (sodium hydroxide). The solvent is O (water). Run at temperature 80 celsius, time 2 hour. Yields the product N(=C=S)CCCOC=1C=C2C=CC(NC2=CC1)=O (6-(3-isothiocyanatopropoxy)carbostyril). Yield: 21.4%. As a reaction SMILES: Cl.[NH2:2][CH2:3][CH2:4][CH2:5][O:6][C:7]1[CH:8]=[C:9]2[C:14](=[CH:15][CH:16]=1)[NH:13][C:12](=[O:17])[CH:11]=[CH:10]2.[C:18](=S)=[S:19].[OH-].[Na+].C(Cl)(=O)OCC>O>[N:2]([CH2:3][CH2:4][CH2:5][O:6][C:7]1[CH:8]=[C:9]2[C:14](=[CH:15][CH:16]=1)[NH:13][C:12](=[O:17])[CH:11]=[CH:10]2)=[C:18]=[S:19] |f:0.1,3.4|. Reported procedure: 1.28 g of 6-(3-aminopropoxy)carbostyril hydrochloride was added, at 0° C., to 10 ml of an aqueous solution containing 0.3 g of carbon disulfide and 0.4 g of sodium hydroxide. The mixture was stirred at 80° C. for about 2 hours. Thereto was added 0.55 g of ethyl chlorocarbonate at 35° C. The resulting mixture was stirred for 30 minutes. The reaction mixture was poured into water, followed by extraction with ethyl acetate. The filtrate was dried with magnesium sulfate. The solvent was removed by d...